From a dataset of the Open Reaction Database (ORD), a public repository of structured organic reaction records. describe an organic reaction: reactants, conditions, products, and yield Procedure details: 505 mg (1.29 mmol) of the resulting 5-amino-6,8-difluoro-2-(3-fluoro-4-pivaloylaminophenyl)-4H-1-benzopyran-4-one was dissolved in 15 ml of dimethylformamide under argon atmosphere, 155 mg of sodium hydride (60% oil dispersion) and 0.35 ml of 1-iodopentane were added and the mixture was stirred at the same temperature for 30 minutes. 0.17 ml of 1-iodopentane was added and the mixture was stirred for additional 2 hours. An aqueous saturated solution of ammonium chloride was added to the reaction ... Conditions: time 30 minute. The yield is 56.0%. Product: FC=1C=C(C2=C(C(C=C(O2)C2=CC(=C(C=C2)NC(C(C)(C)C)=O)F)=O)C1NCCCCC)F (6,8-difluoro-2-(3-fluoro-4-pivaloylaminophenyl)-5-pentylamino-4H-1-benzopyran-4-one). Reactants: ICCCCC (1-iodopentane), NC1=C(C=C(C2=C1C(C=C(O2)C2=CC(=C(C=C2)NC(C(C)(C)C)=O)F)=O)F)F (5-amino-6,8-difluoro-2-(3-fluoro-4-pivaloylaminophenyl)-4H-1-benzopyran-4-one), [H-].[Na+] (sodium hydride), ICCCCC (1-iodopentane), [Cl-].[NH4+] (ammonium chloride). RXN SMILES: [NH2:1][C:2]1[C:7]2[C:8](=[O:26])[CH:9]=[C:10]([C:12]3[CH:17]=[CH:16][C:15]([NH:18][C:19](=[O:24])[C:20]([CH3:23])([CH3:22])[CH3:21])=[C:14]([F:25])[CH:13]=3)[O:11][C:6]=2[C:5]([F:27])=[CH:4][C:3]=1[F:28].[H-].[Na+].I[CH2:32][CH2:33][CH2:34][CH2:35][CH3:36].[Cl-].[NH4+]>CN(C)C=O>[F:28][C:3]1[CH:4]=[C:5]([F:27])[C:6]2[O:11][C:10]([C:12]3[CH:17]=[CH:16][C:15]([NH:18][C:19](=[O:24])[C:20]([CH3:23])([CH3:22])[CH3:21])=[C:14]([F:25])[CH:13]=3)=[CH:9][C:8](=[O:26])[C:7]=2[C:2]=1[NH:1][CH2:32][CH2:33][CH2:34][CH2:35][CH3:36] |f:1.2,4.5|. Run in CN(C=O)C (dimethylformamide). Starting materials: COCOC1=NN(C=C1/C=C/C=1N=C(SC1C)N1CCCCC1)C1=CC=CC=C1 (1-(4-{(E)-2-[3-(methoxymethoxy)-1-phenyl-1H-pyrazol-4-yl]ethenyl}-5-methyl-1,3-thiazol-2-yl)piperidine), Cl (hydrochloric acid). Solvent: CO (methanol). Conditions: temperature 50 celsius, time 1 hour. The product is Cl.CC1=C(N=C(S1)N1CCCCC1)/C=C/C=1C(=NN(C1)C1=CC=CC=C1)O (4-({E}-2-[5-methyl-2-(piperidin-1-yl)-1,3-thiazol-4-yl]ethenyl)-1-phenyl-1H-pyrazol-3-ol.hydrochloride). Isolated yield 81.0%. Reaction SMILES: COC[O:4][C:5]1[C:9](/[CH:10]=[CH:11]/[C:12]2[N:13]=[C:14]([N:18]3[CH2:23][CH2:22][CH2:21][CH2:20][CH2:19]3)[S:15][C:16]=2[CH3:17])=[CH:8][N:7]([C:24]2[CH:29]=[CH:28][CH:27]=[CH:26][CH:25]=2)[N:6]=1.[ClH:30]>CO>[ClH:30].[CH3:17][C:16]1[S:15][C:14]([N:18]2[CH2:23][CH2:22][CH2:21][CH2:20][CH2:19]2)=[N:13][C:12]=1/[CH:11]=[CH:10]/[C:9]1[C:5]([OH:4])=[N:6][N:7]([C:24]2[CH:29]=[CH:28][CH:27]=[CH:26][CH:25]=2)[CH:8]=1 |f:3.4|. Procedure details: To a solution of 1-(4-{(E)-2-[3-(methoxymethoxy)-1-phenyl-1H-pyrazol-4-yl]ethenyl}-5-methyl-1,3-thiazol-2-yl)piperidine (0.61 g) in methanol (30 mL) was added concentrated hydrochloric acid (0.3 mL) at room temperature, and the mixture was stirred at 50° C. for 1 hr. The reaction mixture was evaporated under reduced pressure, and the residue was washed with ethyl acetate-methanol to give 4-({E}-2-[5-methyl-2-(piperidin-1-yl)-1,3-thiazol-4-yl]ethenyl)-1-phenyl-1H-pyrazol-3-ol.hydrochloride (0.49 ... The reactants are C(=O)(O)C=1C=C2C(CC(OC2=CC1)(C)C)=NO (6-carboxy-2,2-dimethyl-4-chromanone oxime), [H][H] (hydrogen). The reagents and catalysts are [Ni] (Raney nickel). The solvent is CO (methanol), N (ammonia). The product is NC1CC(OC2=CC=C(C=C12)C(=O)O)(C)C (4-Amino-6-carboxy-2,2-dimethylchroman). RXN SMILES: [C:1]([C:4]1[CH:5]=[C:6]2[C:11](=[CH:12][CH:13]=1)[O:10][C:9]([CH3:15])([CH3:14])[CH2:8][C:7]2=[N:16]O)([OH:3])=[O:2].[H][H]>CO.N.[Ni]>[NH2:16][CH:7]1[C:6]2[C:11](=[CH:12][CH:13]=[C:4]([C:1]([OH:3])=[O:2])[CH:5]=2)[O:10][C:9]([CH3:15])([CH3:14])[CH2:8]1. Procedure: 35.2 g (0.15 mol) of 6-carboxy-2,2-dimethyl-4-chromanone oxime are dissolved in 300 ml of methanol by addition of 600 ml of concentrated aqueous ammonia and, after addition of a few grams of Raney nickel catalyst, hydrogenated at 80° C. for 10 hours under 100 atm hydrogen pressure. After filtering off the catalyst, approximately ¾ of the solvent is distilled off in a rotary evaporator. The crystalline precipitate of 4-amino-6-carboxy-2,2-dimethylchroman is filtered off. Reactants: O.[OH-].[Li+] (lithium hydroxide monohydrate), COC(=O)N[C@@H](C(C)C)C(=O)N1CC2(CC1C(=O)OCC)CCOCC2 (ethyl 2-{N-[(methyloxy)carbonyl]-L-valyl}-8-oxa-2-azaspiro[4.5]decane-3-carboxylate), Cl (HCl). Solvent: C1CCOC1.O.CO (THF water methanol). Conditions: time 2 hour. The product is COC(=O)N[C@@H](C(C)C)C(=O)N1CC2(CC1C(=O)O)CCOCC2 (2-{N-[(methyloxy)carbonyl]-L-valyl}-8-oxa-2-azaspiro[4.5]decane-3-carboxylic acid). Isolated yield 73.4%. RXN SMILES: [CH3:1][O:2][C:3]([NH:5][C@H:6]([C:10]([N:12]1[CH:16]([C:17]([O:19]CC)=[O:18])[CH2:15][C:14]2([CH2:26][CH2:25][O:24][CH2:23][CH2:22]2)[CH2:13]1)=[O:11])[CH:7]([CH3:9])[CH3:8])=[O:4].O.[OH-].[Li+].Cl>C1COCC1.O.CO>[CH3:1][O:2][C:3]([NH:5][C@H:6]([C:10]([N:12]1[CH:16]([C:17]([OH:19])=[O:18])[CH2:15][C:14]2([CH2:26][CH2:25][O:24][CH2:23][CH2:22]2)[CH2:13]1)=[O:11])[CH:7]([CH3:9])[CH3:8])=[O:4] |f:1.2.3,5.6.7|. Procedure: To a solution of ethyl 2-{N-[(methyloxy)carbonyl]-L-valyl}-8-oxa-2-azaspiro[4.5]decane-3-carboxylate (102) (310 mg, 0.84 mmol) in a 2:1:1 mixture of THF/water/methanol (6 mL) was added lithium hydroxide monohydrate (70 mg, 1.67 mmol) and the reaction stirred at room temperature for 2 h. Treated with 1 N HCl (1.6 mL), partitioned between EtOAc and water (30 mL each), organic layer extracted with EtOAc (30 mL), dried (MgSO4) and concentrated to give a white foam (211 mg, 74% yield). This material ...